This data is from the Open Reaction Database (ORD), a public repository of structured organic reaction records. The task is: describe an organic reaction: reactants, conditions, products, and yield The reactants are COC1=CC=C(C=C1)C1=CN(C2=CC(=CC=C12)C1=CC(=CC=C1)[N+](=O)[O-])C1=CC=NC=C1 (3-(4-methoxyphenyl)-6-(3-nitrophenyl)-1-(pyridin-4-yl)-1H-indole), B(Br)(Br)Br (boron tribromide). Product: [N+](=O)([O-])C=1C=C(C=CC1)C1=CC=C2C(=CN(C2=C1)C1=CC=NC=C1)C1=CC=C(C=C1)O (4-(6-(3-nitrophenyl)-1-(pyridin-4-yl)-1H-indol-3-yl)phenol). Reaction SMILES: C[O:2][C:3]1[CH:8]=[CH:7][C:6]([C:9]2[C:17]3[C:12](=[CH:13][C:14]([C:18]4[CH:23]=[CH:22][CH:21]=[C:20]([N+:24]([O-:26])=[O:25])[CH:19]=4)=[CH:15][CH:16]=3)[N:11]([C:27]3[CH:32]=[CH:31][N:30]=[CH:29][CH:28]=3)[CH:10]=2)=[CH:5][CH:4]=1.B(Br)(Br)Br>>[N+:24]([C:20]1[CH:19]=[C:18]([C:14]2[CH:13]=[C:12]3[C:17]([C:9]([C:6]4[CH:7]=[CH:8][C:3]([OH:2])=[CH:4][CH:5]=4)=[CH:10][N:11]3[C:27]3[CH:28]=[CH:29][N:30]=[CH:31][CH:32]=3)=[CH:16][CH:15]=2)[CH:23]=[CH:22][CH:21]=1)([O-:26])=[O:25]. Procedure: The target compound was prepared as in Example 15 using 3-(4-methoxyphenyl)-6-(3-nitrophenyl)-1-(pyridin-4-yl)-1H-indole (58 mg, 0.138 mmol) and boron tribromide (BBr3, 65 μL, 0.691 mmol). Reactants: CC(=O)c1ccccc1N, CCO, Cl, NO, [Na+], [Na+], O=C([O-])[O-]. Product: CC(=NO)c1ccccc1N. As a reaction SMILES: [C:1]([CH3:2])(=[O:3])[c:4]1[c:5]([NH2:6])[cH:7][cH:8][cH:9][cH:10]1.[CH3:20][CH2:21][OH:22].[ClH:11].[NH2:12][OH:13].[Na+:14].[Na+:15].[O-:16][C:17](=[O:18])[O-:19]>>[C:1]([CH3:2])([c:4]1[c:5]([NH2:6])[cH:7][cH:8][cH:9][cH:10]1)=[N:12][OH:13].